describe an organic reaction: reactants, conditions, products, and yield From a dataset of the Open Reaction Database (ORD), a public repository of structured organic reaction records. The reactants are CO, CC(=O)Cl, O=C(O)C=Cc1cccc([N+](=O)[O-])c1. Reaction SMILES: [CH3:19][OH:20].[CH3:1][C:2](=[O:3])[Cl:4].[N+:5](=[O:6])([O-:7])[c:8]1[cH:9][c:10]([CH:14]=[CH:15][C:16](=[O:17])[OH:18])[cH:11][cH:12][cH:13]1>>[CH3:1][O:17][C:16]([CH:15]=[CH:14][c:10]1[cH:9][c:8]([N+:5](=[O:6])[O-:7])[cH:13][cH:12][cH:11]1)=[O:18]. Product: COC(=O)C=Cc1cccc([N+](=O)[O-])c1. Reactants: CC(CC)OC1=CC=C(C=C1)CCC(C)=O (4-[4-(1-methylpropoxy)phenyl]-2-butanone), N1=CC=CC=C1 (pyridine), Cl.C(C)ON (ethoxyamine hydrochloride). Run in O1CCCC1 (tetrahydrofuran). The product is C(C)ON=C(C)CCC1=CC=C(C=C1)OC(CC)C (4-[4-(1methylpropoxy)phenyl]-2-butanone O-ethyloxime). As a reaction SMILES: [CH3:1][CH:2]([O:5][C:6]1[CH:11]=[CH:10][C:9]([CH2:12][CH2:13][C:14](=O)[CH3:15])=[CH:8][CH:7]=1)[CH2:3][CH3:4].N1C=CC=CC=1.Cl.[CH2:24]([O:26][NH2:27])[CH3:25]>O1CCCC1>[CH2:24]([O:26][N:27]=[C:14]([CH2:13][CH2:12][C:9]1[CH:10]=[CH:11][C:6]([O:5][CH:2]([CH3:1])[CH2:3][CH3:4])=[CH:7][CH:8]=1)[CH3:15])[CH3:25] |f:2.3|. Procedure: Following the procedure of Example 1, 4-[4-(1-methylpropoxy)phenyl]-2-butanone (4.41 g, 20.0 mmol) and pyridine (3 ml) in 45 ml of tetrahydrofuran are reacted with ethoxyamine hydrochloride (4.41 g, 45.2 mmol) to give 4-[4-(1methylpropoxy)phenyl]-2-butanone O-ethyloxime, as a mixture of syn and anti stereo isomers. MS m/e 263 (M ).